From a dataset of the Open Reaction Database (ORD), a public repository of structured organic reaction records. describe an organic reaction: reactants, conditions, products, and yield The reactants are CS(=O)(=O)NC1=CC2=C(NC(=NS2(=O)=O)CC(=O)O)C=C1 ((7-Methanesulfonylamino-1,1-dioxo-1,4-dihydro-1λ6-benzo[1,2,4]thiadiazin-3-yl)-acetic acid), Cl.CN(CCCN=C=NCC)C (1-(3-dimethylaminopropyl)-3-ethylcarbodiimide hydrochloride), CN1CCOCC1 (N-methylmorpholine), COC(=O)[C@H]1[C@H](CCCC1)NCC1=CC=C(C=C1)F ((1R,2S)-2-(4-Fluoro-benzylamino)-cyclohexanecarboxylic acid methyl ester), Cl (hydrochloric acid). The solvent is CN(C=O)C (N,N-dimethylformamide). Conditions: temperature 25 celsius, time 2 hour. Product: crude product, COC(=O)[C@H]1[C@H](CCCC1)N(C(CC1=NS(C2=C(N1)C=CC(=C2)NS(=O)(=O)C)(=O)=O)=O)CC2=CC=C(C=C2)F ((1R,2S)-2-{(4-fluoro-benzyl)-[2-(7-methanesulfonylamino-1,1-dioxo-1,4-dihydro-1λ6-benzo[1,2,4]thiadiazin-3-yl)-acetyl]-amino}-cyclohexanecarboxylic acid methyl ester). The yield is 100.0%. RXN SMILES: [CH3:1][S:2]([NH:5][C:6]1[CH:21]=[CH:20][C:9]2[NH:10][C:11]([CH2:16][C:17]([OH:19])=O)=[N:12][S:13](=[O:15])(=[O:14])[C:8]=2[CH:7]=1)(=[O:4])=[O:3].[CH3:22][O:23][C:24]([C@@H:26]1[CH2:31][CH2:30][CH2:29][CH2:28][C@@H:27]1[NH:32][CH2:33][C:34]1[CH:39]=[CH:38][C:37]([F:40])=[CH:36][CH:35]=1)=[O:25].Cl.CN(C)CCCN=C=NCC.CN1CCOCC1.Cl>CN(C)C=O>[CH3:22][O:23][C:24]([C@@H:26]1[CH2:31][CH2:30][CH2:29][CH2:28][C@@H:27]1[N:32]([CH2:33][C:34]1[CH:39]=[CH:38][C:37]([F:40])=[CH:36][CH:35]=1)[C:17](=[O:19])[CH2:16][C:11]1[NH:10][C:9]2[CH:20]=[CH:21][C:6]([NH:5][S:2]([CH3:1])(=[O:3])=[O:4])=[CH:7][C:8]=2[S:13](=[O:14])(=[O:15])[N:12]=1)=[O:25] |f:2.3|. Procedure details: (7-Methanesulfonylamino-1,1-dioxo-1,4-dihydro-1λ6-benzo[1,2,4]thiadiazin-3-yl)-acetic acid (prepared as described in Example 1j, 0.1 g, 0.3 mmol) was dissolved in anhydrous N,N-dimethylformamide (4 mL). (1R,2S)-2-(4-Fluoro-benzylamino)-cyclohexanecarboxylic acid methyl ester (0.79 g, 0.3 mmol) was added followed by 1-(3-dimethylaminopropyl)-3-ethylcarbodiimide hydrochloride (0.06 g, 0.315 mmol). Then N-methylmorpholine (0.07 mL, 0.63 mmol) was added into the above reaction mixture. The mixture w...